From a dataset of the Open Reaction Database (ORD), a public repository of structured organic reaction records. describe an organic reaction: reactants, conditions, products, and yield The reactants are BrCC(=O)OCC (Ethyl bromoacetate), C([C@H](O)C1=CC=CC=C1)(=O)[O-] ((R)-Mandelate), C(C)N(C(C)C)C(C)C (ethyldiisopropylamine). Reaction SMILES: Br[CH2:2][C:3]([O:5][CH2:6][CH3:7])=[O:4].[C:8]([O-])(=O)[C@@H:9]([C:11]1[CH:16]=[CH:15][CH:14]=[CH:13][CH:12]=1)O.C([N:21](C(C)C)C(C)C)C>C1(C)C=CC=CC=1>[C:11]1([C@H:9]([NH:21][CH2:2][C:3]([O:5][CH2:6][CH3:7])=[O:4])[CH3:8])[CH:16]=[CH:15][CH:14]=[CH:13][CH:12]=1. The solvent is C1(=CC=CC=C1)C (toluene). Procedure details: Ethyl bromoacetate (4.14 g; 24.8 mmol) was treated with (R) α-methylbenzylamine (3 g, 24.8 mmol) and ethyldiisopropylamine (3.2 g; 24.8 mmol) in toluene (100 mL). After heating at reflux for 18 hours, the mixture was cooled to room temperature and concentrated under reduced pressure. The residue was purified by flash chromatography (SiO2, 20% ethyl acetate/pentane) to provide the title compound (3.2 g, 63% yield). MS (DCl/NH3) m/z 208 (M+H)+. The yield is 62.3%. The product is C1(=CC=CC=C1)[C@@H](C)NCC(=O)OCC (ethyl {[(1R)-1-phenylethyl]amino}acetate). Reactants: [Si](Cl)(Cl)(Cl)Cl (silicon tetrachloride), C(C)(=O)O (acetic acid), C(C)(=O)OCC (ethyl acetate), [SiH4] (silane). Solvent: C(C)O (ethyl alcohol). The product is C(C)(=O)O[Si](OC(C)=O)(OC(C)=O)OC(C)=O (Tetraacetoxysilane). RXN SMILES: [Si](Cl)(Cl)(Cl)Cl.[C:6]([OH:9])(=[O:8])[CH3:7].[C:10]([O:13]CC)(=[O:12])[CH3:11].[SiH4:16]>C(O)C>[C:6]([O:9][Si:16]([O:13][C:10](=[O:12])[CH3:11])([O:9][C:6](=[O:8])[CH3:7])[O:8][C:6](=[O:9])[CH3:7])(=[O:8])[CH3:7]. Procedure: Tetraacetoxysilane was prepared by the reaction of 125 g of silicon tetrachloride and 400 g of acetic acid as blended and stirred at room temperature. When the evolution of hydrogen chloride gas had ceased with precipitation of white crystalline tetraacetoxysilane, the unreacted acetic acid was removed by stripping under a reduced pressure and the residue was dissolved in 300 g of ethyl alcohol. The reaction between the tetraacetoxysilane and ethyl alcohol was carried out by heating the above re... Starting materials: O=C([O-])O, C1CCOC1, CC(C)(C)OC(=O)OC(=O)OC(C)(C)C, Cl, NO, [Na+]. The product is CC(C)(C)OC(=O)NO. Reaction SMILES: [C:1](=[O:2])([OH:3])[O-:4].[CH2:24]1[O:25][CH2:26][CH2:27][CH2:28]1.[CH3:9][C:10]([CH3:11])([CH3:12])[O:13][C:14]([O:16][C:15]([O:17][C:18]([CH3:19])([CH3:20])[CH3:21])=[O:22])=[O:23].[ClH:6].[NH2:7][OH:8].[Na+:5]>>[NH:7]([OH:8])[C:14]([O:13][C:10]([CH3:9])([CH3:11])[CH3:12])=[O:16]. Starting materials: CCCCOC(=O)c1nc(Br)c2cc(Sc3ccccc3)ccc2c1O, CC(=O)O, CCOC(C)=O, I. Product: CCCCOC(=O)c1ncc2cc(Sc3ccccc3)ccc2c1O. As a reaction SMILES: [CH2:1]([CH2:2][CH2:3][CH3:4])[O:5][C:6](=[O:7])[c:8]1[n:9][c:10]([Br:26])[c:11]2[cH:12][c:13]([S:19][c:20]3[cH:21][cH:22][cH:23][cH:24][cH:25]3)[cH:14][cH:15][c:16]2[c:17]1[OH:18].[CH3:28][C:29](=[O:30])[OH:31].[CH3:32][CH2:33][O:34][C:35](=[O:36])[CH3:37].[IH:27]>>[CH2:1]([CH2:2][CH2:3][CH3:4])[O:5][C:6](=[O:7])[c:8]1[n:9][cH:10][c:11]2[cH:12][c:13]([S:19][c:20]3[cH:21][cH:22][cH:23][cH:24][cH:25]3)[cH:14][cH:15][c:16]2[c:17]1[OH:18]. The reactants are C=O, O=CO, CCOc1ccc(C(=O)Nc2ccc3c(c2Cl)CNCC3)cc1Br, [Na+], [OH-]. As a reaction SMILES: [CH2:27]=[O:28].[CH:29]([OH:30])=[O:31].[Cl:1][c:2]1[c:3]([NH:12][C:13]([c:14]2[cH:15][c:16]([Br:23])[c:17]([O:20][CH2:21][CH3:22])[cH:18][cH:19]2)=[O:24])[cH:4][cH:5][c:6]2[c:11]1[CH2:10][NH:9][CH2:8][CH2:7]2.[Na+:26].[OH-:25]>>[Cl:1][c:2]1[c:3]([NH:12][C:13]([c:14]2[cH:15][c:16]([Br:23])[c:17]([O:20][CH2:21][CH3:22])[cH:18][cH:19]2)=[O:24])[cH:4][cH:5][c:6]2[c:11]1[CH2:10][N:9]([CH3:27])[CH2:8][CH2:7]2. Product: CCOc1ccc(C(=O)Nc2ccc3c(c2Cl)CN(C)CC3)cc1Br. Product: CC(C)(C)OC(=O)NCCCCCCNCCc1ccccc1. Starting materials: [BH3-]C#N, CC(C)(C)OC(=O)NCCCCCCN, CO, O=CCc1ccccc1, ClCCl, ClCCl, Cl, [Na+], [Na+], O, O=C([O-])O. As a reaction SMILES: [C:26]([BH3-:27])#[N:28].[C:2]([CH3:3])([CH3:4])([CH3:5])[O:6][C:7]([NH:8][CH2:9][CH2:10][CH2:11][CH2:12][CH2:13][CH2:14][NH2:15])=[O:16].[CH3:35][OH:36].[CH:17](=[O:18])[CH2:19][c:20]1[cH:21][cH:22][cH:23][cH:24][cH:25]1.[Cl:37][CH2:38][Cl:39].[Cl:40][CH2:41][Cl:42].[ClH:1].[Na+:29].[Na+:30].[OH2:43].[OH:31][C:32](=[O:33])[O-:34]>>[C:2]([CH3:3])([CH3:4])([CH3:5])[O:6][C:7]([NH:8][CH2:9][CH2:10][CH2:11][CH2:12][CH2:13][CH2:14][NH:15][CH2:17][CH2:19][c:20]1[cH:21][cH:22][cH:23][cH:24][cH:25]1)=[O:16]. Product: CCOC(=O)C(C)(C)Oc1ccc(OCc2cnc(-c3ccc(C(F)(F)F)nc3)nc2CCOC)cc1C. Starting materials: O=C([O-])[O-], CCOC(=O)C(C)(C)Oc1ccc(O)cc1C, CC#N, COCCc1nc(-c2ccc(C(F)(F)F)nc2)ncc1CCl, [Cs+], [Cs+]. Reaction SMILES: [C:40](=[O:41])([O-:42])[O-:43].[CH2:23]([CH3:24])[O:25][C:26]([C:27]([CH3:28])([CH3:29])[O:30][c:31]1[c:32]([CH3:38])[cH:33][c:34]([OH:37])[cH:35][cH:36]1)=[O:39].[CH3:46][C:47]#[N:48].[Cl:1][CH2:2][c:3]1[c:4]([CH2:19][CH2:20][O:21][CH3:22])[n:5][c:6](-[c:9]2[cH:10][n:11][c:12]([C:15]([F:16])([F:17])[F:18])[cH:13][cH:14]2)[n:7][cH:8]1.[Cs+:44].[Cs+:45]>>[CH2:2]([c:3]1[c:4]([CH2:19][CH2:20][O:21][CH3:22])[n:5][c:6](-[c:9]2[cH:10][n:11][c:12]([C:15]([F:16])([F:17])[F:18])[cH:13][cH:14]2)[n:7][cH:8]1)[O:37][c:34]1[cH:33][c:32]([CH3:38])[c:31]([O:30][C:27]([C:26]([O:25][CH2:23][CH3:24])=[O:39])([CH3:28])[CH3:29])[cH:36][cH:35]1.